This data is from the Open Reaction Database (ORD), a public repository of structured organic reaction records. The task is: describe an organic reaction: reactants, conditions, products, and yield The reactants are Cl[C@H]1CN(CCC1)CCC1=CC=C(C=C1)N(C)C ((R)-3-chloro-1-(4-dimethylaminophenethyl)piperidine), [Cl-].[Na+] (sodium chloride), [H-].[Na+] (sodium hydride), CCCCCC (hexane), FC1=CC=CC=2NC3=C(OCC21)C=CC=C3 (1-Fluoro-5,11-dihydrodibenzo[b,e][1,4]oxazepine). Run in CS(=O)C (dimethyl sulfoxide), C(C)(=O)OCC (ethyl acetate), CS(=O)C (dimethyl sulfoxide). Conditions: time 30 minute. The product is FC1=CC=CC=2N(C3=C(OCC21)C=CC=C3)C[C@@H]3N(CCCC3)CCC3=CC=C(C=C3)N(C)C ((R)-1-fluoro-5,11-dihydro-5-[1-(4-dimethylaminophenethyl)piperidin-2-ylmethyl]dibenzo[b,e][1,4]oxazepine). RXN SMILES: [H-].[Na+].[F:3][C:4]1[C:14]2[CH2:13][O:12][C:11]3[CH:15]=[CH:16][CH:17]=[CH:18][C:10]=3[NH:9][C:8]=2[CH:7]=[CH:6][CH:5]=1.Cl[C@@H:20]1[CH2:25][CH2:24][CH2:23][N:22]([CH2:26][CH2:27][C:28]2[CH:33]=[CH:32][C:31]([N:34]([CH3:36])[CH3:35])=[CH:30][CH:29]=2)[CH2:21]1.[Cl-].[Na+].[CH3:39]CCCCC>CS(C)=O.C(OCC)(=O)C>[F:3][C:4]1[C:14]2[CH2:13][O:12][C:11]3[CH:15]=[CH:16][CH:17]=[CH:18][C:10]=3[N:9]([CH2:39][C@H:23]3[CH2:24][CH2:25][CH2:20][CH2:21][N:22]3[CH2:26][CH2:27][C:28]3[CH:33]=[CH:32][C:31]([N:34]([CH3:36])[CH3:35])=[CH:30][CH:29]=3)[C:8]=2[CH:7]=[CH:6][CH:5]=1 |f:0.1,4.5|. Procedure: 60% sodium hydride (35 mg, 0.88 mmol) was washed with hexane in argon stream and then suspended in dimethyl sulfoxide (5 ml), and the obtained suspension was stirred at room temperature for 30 minutes. 1-Fluoro-5,11-dihydrodibenzo[b,e][1,4]oxazepine (0.17 g, 0.80 mmol) was added to the suspension, and they were stirred at room temperature for 30 minutes and then at 50° C. for additional 30 minutes. A solution of (R)-3-chloro-1-(4-dimethylaminophenethyl)piperidine (0.18 g, 0.80 mmol) in dimethyl ...